This data is from the Open Reaction Database (ORD), a public repository of structured organic reaction records. The task is: describe an organic reaction: reactants, conditions, products, and yield The reactants are COc1ccc(CNc2ncc(C#N)c3sc4cc(Br)ccc4c23)cc1, O=C([O-])[O-], OB(O)c1ccc(C(F)(F)F)cc1, [Na+], [Na+], CC(=O)[O-], CC(=O)[O-], [Pd+2], c1ccc(P(c2ccccc2)c2ccccc2)cc1. The product is COc1ccc(CNc2ncc(C#N)c3sc4cc(-c5ccc(C(F)(F)F)cc5)ccc4c23)cc1. RXN SMILES: [Br:1][c:2]1[cH:3][c:4]2[c:5]([cH:6][cH:7]1)[c:8]1[c:9]([NH:17][CH2:18][c:19]3[cH:20][cH:21][c:22]([O:25][CH3:26])[cH:23][cH:24]3)[n:10][cH:11][c:12]([C:15]#[N:16])[c:13]1[s:14]2.[C:59](=[O:60])([O-:61])[O-:62].[F:27][C:28]([c:29]1[cH:30][cH:31][c:32]([B:35]([OH:36])[OH:37])[cH:33][cH:34]1)([F:38])[F:39].[Na+:63].[Na+:64].[O-:66][C:67]([CH3:68])=[O:69].[O-:70][C:71]([CH3:72])=[O:73].[Pd+2:65].[c:40]1([P:41]([c:42]2[cH:43][cH:44][cH:45][cH:46][cH:47]2)[c:48]2[cH:49][cH:50][cH:51][cH:52][cH:53]2)[cH:54][cH:55][cH:56][cH:57][cH:58]1>>[c:2]1(-[c:32]2[cH:31][cH:30][c:29]([C:28]([F:27])([F:38])[F:39])[cH:34][cH:33]2)[cH:3][c:4]2[c:5]([cH:6][cH:7]1)[c:8]1[c:9]([NH:17][CH2:18][c:19]3[cH:20][cH:21][c:22]([O:25][CH3:26])[cH:23][cH:24]3)[n:10][cH:11][c:12]([C:15]#[N:16])[c:13]1[s:14]2.